This data is from the Open Reaction Database (ORD), a public repository of structured organic reaction records. The task is: describe an organic reaction: reactants, conditions, products, and yield Reactants: CC(C)(C)OC(N)=O, O=C([O-])[O-], COCCOC, CO, CCOC(C)=O, NCCNS(=O)(=O)c1cc(Br)cc2cnccc12, [Na+], [Na+], c1ccc(B2OCCCO2)cc1. Yields the product CC(C)(C)OC(N)=O, NCCNS(=O)(=O)c1cc(-c2ccccc2)cc2cnccc12. Reaction SMILES: [C:1]([CH3:2])([CH3:3])([CH3:4])[O:5][C:6]([NH2:7])=[O:8].[C:39](=[O:40])([O-:41])[O-:42].[CH3:45][O:46][CH2:47][CH2:48][O:49][CH3:50].[CH3:51][OH:52].[CH3:53][CH2:54][O:55][C:56]([CH3:57])=[O:58].[NH2:9][CH2:10][CH2:11][NH:12][S:13](=[O:14])(=[O:15])[c:16]1[c:17]2[cH:18][cH:19][n:20][cH:21][c:22]2[cH:23][c:24]([Br:26])[cH:25]1.[Na+:43].[Na+:44].[c:27]1([B:33]2[O:34][CH2:35][CH2:36][CH2:37][O:38]2)[cH:28][cH:29][cH:30][cH:31][cH:32]1>>[C:1]([CH3:2])([CH3:3])([CH3:4])[O:5][C:6]([NH2:7])=[O:8].[NH2:9][CH2:10][CH2:11][NH:12][S:13](=[O:14])(=[O:15])[c:16]1[c:17]2[cH:18][cH:19][n:20][cH:21][c:22]2[cH:23][c:24](-[c:27]2[cH:28][cH:29][cH:30][cH:31][cH:32]2)[cH:25]1. Starting materials: CCc1nc(I)c2n1CCN(C(=O)OC(C)(C)C)C2CCc1ccc(Br)cc1, C1CCOC1, I. The product is CCc1ncc2n1CCN(C(=O)OC(C)(C)C)C2CCc1ccc(Br)cc1. RXN SMILES: [C:1]([CH3:2])([CH3:3])([CH3:4])[O:5][C:6](=[O:7])[N:8]1[CH:9]([CH2:20][CH2:21][c:22]2[cH:23][cH:24][c:25]([Br:28])[cH:26][cH:27]2)[c:10]2[n:11]([c:14]([CH2:18][CH3:19])[n:15][c:16]2[I:17])[CH2:12][CH2:13]1.[CH2:30]1[O:31][CH2:32][CH2:33][CH2:34]1.[I:29]>>[C:1]([CH3:2])([CH3:3])([CH3:4])[O:5][C:6](=[O:7])[N:8]1[CH:9]([CH2:20][CH2:21][c:22]2[cH:23][cH:24][c:25]([Br:28])[cH:26][cH:27]2)[c:10]2[n:11]([c:14]([CH2:18][CH3:19])[n:15][cH:16]2)[CH2:12][CH2:13]1. The reactants are BrC=1C(=CSC1)N1C2=C(C=3C=C(C=CC13)C)CN(CC2)C (5-(4-bromo-thiophen-3-yl)-2,8-dimethyl-2,3,4,5-tetrahydro-1H-pyrido[4,3-b]indole), N1=CC=C(C=C1)B(O)O (4-pyridinylboronic acid), [O-]P(=O)([O-])[O-].[K+].[K+].[K+] (K3PO4), dichlorobis(triphenylphosphine) palladium (II). Run in CN(C)C=O.O (DMF water), O (water). Reaction conditions: temperature 95 celsius. Yields the product CN1CC2=C(N(C=3C=CC(=CC23)C)C2=CSC=C2C2=CC=NC=C2)CC1 (2,8-dimethyl-5-(4-pyridin-4-yl-thiophen-3-yl)-2,3,4,5-tetrahydro-1H-pyrido[4,3-b]indole), solid. RXN SMILES: Br[C:2]1[C:3]([N:7]2[C:15]3[CH:14]=[CH:13][C:12]([CH3:16])=[CH:11][C:10]=3[C:9]3[CH2:17][N:18]([CH3:21])[CH2:19][CH2:20][C:8]2=3)=[CH:4][S:5][CH:6]=1.[N:22]1[CH:27]=[CH:26][C:25](B(O)O)=[CH:24][CH:23]=1.[O-]P([O-])([O-])=O.[K+].[K+].[K+]>CN(C=O)C.O.O>[CH3:21][N:18]1[CH2:19][CH2:20][C:8]2[N:7]([C:3]3[C:2]([C:25]4[CH:26]=[CH:27][N:22]=[CH:23][CH:24]=4)=[CH:6][S:5][CH:4]=3)[C:15]3[CH:14]=[CH:13][C:12]([CH3:16])=[CH:11][C:10]=3[C:9]=2[CH2:17]1 |f:2.3.4.5,6.7|. Procedure: To a de-aerated solution of 5-(4-bromo-thiophen-3-yl)-2,8-dimethyl-2,3,4,5-tetrahydro-1H-pyrido[4,3-b]indole (160 mg, 0.44 mmol), 4-pyridinylboronic acid (81.9 mg, 0.66 mmol) and K3PO4 (235 mg, 1.11 mmol) in DMF-water (4.5:0.5 mL) was added dichlorobis(triphenylphosphine) palladium (II) (15.5 mg, 5 mol %). The reaction mixture was heated at 95° C. for 30 min under nitrogen atmosphere. The reaction mixture was diluted with water and extracted with EtOAc. The organic layer was dried over anhydrous... The reactants are C(C1=CC=CC=C1)OC(=O)NC1C(SC2=C(NC1=O)C=CC=C2)C2=CC=CC=C2 (3-benzyloxycarbonylamino-2-phenyl-2,3-dihydro-1,5-benzothiazepin-4(5H)-one), Br (hydrogen bromide), CCOCC (ether). Run in solution, C(C)(=O)O (acetic acid), C(C)(=O)O (acetic acid). Yields the product Br.NC1C(SC2=C(NC1=O)C=CC=C2)C2=CC=CC=C2 (3-amino-2-phenyl-2,3-dihydro-1,5-benzothiazepin-4(5H)-one hydrobromide). RXN SMILES: C(OC([NH:11][CH:12]1[C:18](=[O:19])[NH:17][C:16]2[CH:20]=[CH:21][CH:22]=[CH:23][C:15]=2[S:14][CH:13]1[C:24]1[CH:29]=[CH:28][CH:27]=[CH:26][CH:25]=1)=O)C1C=CC=CC=1.CCOCC.[BrH:35]>C(O)(=O)C>[BrH:35].[NH2:11][CH:12]1[C:18](=[O:19])[NH:17][C:16]2[CH:20]=[CH:21][CH:22]=[CH:23][C:15]=2[S:14][CH:13]1[C:24]1[CH:25]=[CH:26][CH:27]=[CH:28][CH:29]=1 |f:4.5|. Reported procedure: 5.4 g of the compound obtained in Example 2 was dissolved in a 25% solution of hydrogen bromide in acetic acid. After the lapse of 2 hours, 15 ml of acetic acid was added to the solution and the resulting mixture was stirred for an hour. After the addition of ether, the precipitated crystals were separated by filtration and washed with ether to obtain 4.0 g of the desired compound. The reactants are CS(=O)(=O)C1=NC=CC(=N1)\C=C/1\C(N(C(S1)=O)CCC1=NC=CC=C1)=O ((Z)-5-((2-(methylsulfonyl)pyrimidin-4-yl)methylene)-3-(2-(pyridin-2-yl)ethyl)thiazolidine-2,4-dione), C(C)(C)(C)OC(NCC1CCNCC1)=O (tert-butyl(piperidin-4-ylmethyl)carbamate). Yields the product NCC1CCN(CC1)C1=CC(=NC=N1)\C=C/1\C(NC(S1)=O)=O ((Z)-5-((6-(4-(aminomethyl)piperidin-1-yl)pyrimidin-4-yl)methylene)thiazolidine-2,4-dione). Reaction SMILES: CS([C:5]1[N:10]=[C:9](/[CH:11]=[C:12]2/[C:13](=[O:26])[N:14](CCC3C=CC=CN=3)[C:15](=[O:17])[S:16]/2)[CH:8]=[CH:7][N:6]=1)(=O)=O.C(OC(=O)[NH:33][CH2:34][CH:35]1[CH2:40][CH2:39][NH:38][CH2:37][CH2:36]1)(C)(C)C>>[NH2:33][CH2:34][CH:35]1[CH2:40][CH2:39][N:38]([C:7]2[N:6]=[CH:5][N:10]=[C:9](/[CH:11]=[C:12]3/[C:13](=[O:26])[NH:14][C:15](=[O:17])[S:16]/3)[CH:8]=2)[CH2:37][CH2:36]1. Procedure: (Z)-5-((6-(4-(aminomethyl)piperidin-1-yl)pyrimidin-4-yl)methylene)thiazolidine-2,4-dione was prepared using the general reductive amination procedure, (Z)-5-((2-(methylsulfonyl)pyrimidin-4-yl)methylene)-3-(2-(pyridin-2-yl)ethyl)thiazolidine-2,4-dione, and tert-butyl(piperidin-4-ylmethyl)carbamate followed by the general de-protection procedure (16 mg, 30.6 mg theoretical, 52.3%). LC-MS m/z 425.5 (M+1). Starting materials: NC1=NC(=NC(=N1)N)Cl (2,4-diamino-6-chloro-1,3,5-triazine), aqueous solution, O (water), C1(CCCCC1)N (cyclohexylamine), [OH-].[Na+] (sodium hydroxide). The solvent is C1(=CC=CC=C1)C (toluene). Run at time 1 hour. Yields the product NC1=NC(=NC(=N1)N)NC1CCCCC1 (4,6-diamino-2-cyclohexylamino-1,3,5-triazine). Yield: 86.0%. Reaction SMILES: [NH2:1][C:2]1[N:7]=[C:6]([NH2:8])[N:5]=[C:4](Cl)[N:3]=1.O.[CH:11]1([NH2:17])[CH2:16][CH2:15][CH2:14][CH2:13][CH2:12]1.[OH-].[Na+]>C1(C)C=CC=CC=1>[NH2:1][C:2]1[N:7]=[C:6]([NH2:8])[N:5]=[C:4]([NH:17][CH:11]2[CH2:16][CH2:15][CH2:14][CH2:13][CH2:12]2)[N:3]=1 |f:3.4|. Procedure details: A mixed solution of 14.5 g (0.1 mol) of 2,4-diamino-6-chloro-1,3,5-triazine which is an intermediate product synthesized in the Reference Example 1, 140 mL of water, and 29.2 g (0.3 mol) of cyclohexylamine was heated while stirring, followed by being reated for 1 hour at reflux temperature. Subsequently, the reaction mixture was added with 40 mL of aqueous solution containing 12 g of sodium hydroxide over 1 hour, followed by aging for 1 hour. Into a reaction mixture obtained, 200 mL of toluene w... Reactants: CSCc1cc(F)cc2c(C(CCC#N)c3ccc(Cl)cc3)c[nH]c12, ClCCl, O=C(OO)c1cccc(Cl)c1. The product is CS(=O)Cc1cc(F)cc2c(C(CCC#N)c3ccc(Cl)cc3)c[nH]c12. As a reaction SMILES: [Cl:1][c:2]1[cH:3][cH:4][c:5]([CH:8]([CH2:9][CH2:10][C:11]#[N:12])[c:13]2[cH:14][nH:15][c:16]3[c:17]([CH2:23][S:24][CH3:25])[cH:18][c:19]([F:22])[cH:20][c:21]23)[cH:6][cH:7]1.[Cl:37][CH2:38][Cl:39].[OH:26][O:27][C:28]([c:29]1[cH:30][c:31]([Cl:32])[cH:33][cH:34][cH:35]1)=[O:36]>>[Cl:1][c:2]1[cH:3][cH:4][c:5]([CH:8]([CH2:9][CH2:10][C:11]#[N:12])[c:13]2[cH:14][nH:15][c:16]3[c:17]([CH2:23][S:24]([CH3:25])=[O:26])[cH:18][c:19]([F:22])[cH:20][c:21]23)[cH:6][cH:7]1. Reactants: FC(F)(F)CCCBr, O=C([O-])[O-], CN(C)C=O, CC#N, [K+], [K+], O, O=C1OC(CO)CN1c1noc2cc(O)ccc12. Product: O=C1OC(CO)CN1c1noc2cc(OCCCC(F)(F)F)ccc12. As a reaction SMILES: [Br:19][CH2:20][CH2:21][CH2:22][C:23]([F:24])([F:25])[F:26].[C:27](=[O:28])([O-:29])[O-:30].[CH3:34][N:35]([CH3:36])[CH:37]=[O:38].[CH3:39][C:40]#[N:41].[K+:31].[K+:32].[OH2:33].[OH:1][CH2:2][CH:3]1[CH2:4][N:5]([c:9]2[n:10][o:11][c:12]3[c:13]2[cH:14][cH:15][c:16]([OH:18])[cH:17]3)[C:6](=[O:8])[O:7]1>>[OH:1][CH2:2][CH:3]1[CH2:4][N:5]([c:9]2[n:10][o:11][c:12]3[c:13]2[cH:14][cH:15][c:16]([O:18][CH2:20][CH2:21][CH2:22][C:23]([F:24])([F:25])[F:26])[cH:17]3)[C:6](=[O:8])[O:7]1. The reactants are BrC1=CC(=C(NCC2=CC3=C(N=C(O3)SC)C=C2)C=C1Cl)[N+](=O)[O-] (4-bromo-5-chloro-N-((2-(methylthio)benzo[d]oxazol-6-yl)methyl)-2-nitroaniline). Reagents/catalysts: [Pd] (palladium on activated charcoal). The solvent is CO (methanol), C(Cl)Cl (DCM). Conditions: time 2 hour. Product: BrC=1C=C(C(=CC1Cl)NCC1=CC2=C(N=C(O2)SC)C=C1)N (4-bromo-5-chloro-N1-((2-(methylthio)benzo[d]oxazol-6-yl)methyl)benzene-1,2-diamine). Isolated yield 98.2%. RXN SMILES: [Br:1][C:2]1[C:20]([Cl:21])=[CH:19][C:5]([NH:6][CH2:7][C:8]2[CH:18]=[CH:17][C:11]3[N:12]=[C:13]([S:15][CH3:16])[O:14][C:10]=3[CH:9]=2)=[C:4]([N+:22]([O-])=O)[CH:3]=1>CO.C(Cl)Cl.[Pd]>[Br:1][C:2]1[CH:3]=[C:4]([NH2:22])[C:5]([NH:6][CH2:7][C:8]2[CH:18]=[CH:17][C:11]3[N:12]=[C:13]([S:15][CH3:16])[O:14][C:10]=3[CH:9]=2)=[CH:19][C:20]=1[Cl:21]. Reported procedure: To a stirred solution of 4-bromo-5-chloro-N-((2-(methylthio)benzo[d]oxazol-6-yl)methyl)-2-nitroaniline (451 mg, 1.06 mmol) in methanol (80 mL) and DCM (80 mL) was added palladium on activated charcoal (100 mg). The mixture was stirred under hydrogen for 2 h, filtered and concentrated under reduced pressure to give 4-bromo-5-chloro-N1-((2-(methylthio)benzo[d]oxazol-6-yl)methyl)benzene-1,2-diamine as a light yellow solid (415 mg, 98.6%). 1H NMR (300 MHz, DMSO-d6) δ 7.57-7.60 (m, 2H), 7.35 (d, J=8.... Reactants: C[O-].[Na+] (sodium methoxide), FC1=CC=C2C(C(=CN(C2=C1)C)C1=NN=NN1C)=O (7-fluoro-1-methyl-3-(1-methyl-1H-tetrazol-5-yl)-4-quinolone), CO (methanol). Run in O (water). Yields the product COC1=CC=C2C(C(=CN(C2=C1)C)C1=NN=NN1C)=O (7-methoxy-1-methyl-3-(1-methyl-1H-tetrazol-5-yl)-4-quinolone). Reaction SMILES: [CH3:1][O-:2].[Na+].F[C:5]1[CH:14]=[C:13]2[C:8]([C:9](=[O:22])[C:10]([C:16]3[N:20]([CH3:21])[N:19]=[N:18][N:17]=3)=[CH:11][N:12]2[CH3:15])=[CH:7][CH:6]=1.CO>O>[CH3:1][O:2][C:5]1[CH:14]=[C:13]2[C:8]([C:9](=[O:22])[C:10]([C:16]3[N:20]([CH3:21])[N:19]=[N:18][N:17]=3)=[CH:11][N:12]2[CH3:15])=[CH:7][CH:6]=1 |f:0.1|. Procedure: A mixture of sodium methoxide (0.47 g), 7-fluoro-1-methyl-3-(1-methyl-1H-tetrazol-5-yl)-4-quinolone (2.0 g) and methanol (40 ml) was boiled under reflux for 43 hours. The mixture was cooled and poured into water (100 ml). The solid was collected by filtration, washed with boiling industrial methylated spirit (50 ml) and dried to give the novel compound 7-methoxy-1-methyl-3-(1-methyl-1H-tetrazol-5-yl)-4-quinolone, m.p. 270°-273°.